This data is from the Open Reaction Database (ORD), a public repository of structured organic reaction records. The task is: describe an organic reaction: reactants, conditions, products, and yield Reactants: FC1=C2CCN(N3C2=C(C(=C1F)F)C(C(C3)C(=O)OCC)=O)C (Ethyl 4,5,6-Trifluoro-2,8-dihydro-1-methyl-7-oxo-1H,7H -pyrido[3,2,1-ij]cinnoline-8-carboxylate), C(C1=CC=CC=C1)N (benzylamine), C1(=CC=CC=C1)C (toluene), C(Cl)(Cl)Cl (chloroform). Run in CCOCC (ether). Conditions: temperature 80 celsius. The product is FC1=C2CCN(N3C2=C(C(=C1F)NCC1=CC=CC=C1)C(C(=C3)C(=O)OCC)=O)C (Ethyl 4,5-Difluoro-6-benzylamino-2,3-dihydro-1-methyl -7-oxo-1H,7H-pyrido[3,2,1-ij]cinnoline-8-carboxylate). Yield: 75.6%. As a reaction SMILES: [F:1][C:2]1[C:11]([F:12])=[C:10](F)[C:9]2[C:14](=[O:22])[CH:15]([C:17]([O:19][CH2:20][CH3:21])=[O:18])[CH2:16][N:7]3[C:8]=2[C:3]=1[CH2:4][CH2:5][N:6]3[CH3:23].[CH2:24]([NH2:31])[C:25]1[CH:30]=[CH:29][CH:28]=[CH:27][CH:26]=1.C1(C)C=CC=CC=1.C(Cl)(Cl)Cl>CCOCC>[F:1][C:2]1[C:11]([F:12])=[C:10]([NH:31][CH2:24][C:25]2[CH:30]=[CH:29][CH:28]=[CH:27][CH:26]=2)[C:9]2[C:14](=[O:22])[C:15]([C:17]([O:19][CH2:20][CH3:21])=[O:18])=[CH:16][N:7]3[C:8]=2[C:3]=1[CH2:4][CH2:5][N:6]3[CH3:23]. Procedure: 62 mg of the compound (198) obtained in Example 69 and 50 mg of benzylamine were added to 2 ml of toluene, and the solution was heated at 80° C. for 24 hours. The reaction solution was added to chloroform and was washed with aqueous 5% citric acid solution. After drying over magnesium sulfate, the solvent was removed by distillation. Obtained solids were dispersed in ether and filtered off to obtain 59 mg of the subject compound (200) in a 74% yield. Starting materials: C(C)(C)N(C(C)C)CC (N,N-diisopropylethylamine), BrC1=CC(=C(NCC2CCOCC2)C=C1)S(F)(F)(F)(F)F (4-bromo-2-pentafluorosulfanyl-N-(tetrahydro-2H-pyran-4-ylmethyl)aniline), C(C)([O-])=S.[K+] (potassium ethanethioate), CC1(C2=C(C(=CC=C2)P(C3=CC=CC=C3)C4=CC=CC=C4)OC5=C(C=CC=C51)P(C6=CC=CC=C6)C7=CC=CC=C7)C (xantphos). Reagents/catalysts: C=1C=CC(=CC1)/C=C/C(=O)/C=C/C2=CC=CC=C2.C=1C=CC(=CC1)/C=C/C(=O)/C=C/C2=CC=CC=C2.C=1C=CC(=CC1)/C=C/C(=O)/C=C/C2=CC=CC=C2.[Pd].[Pd] (tris(dibenzylideneacetone)dipalladium(0)). The solvent is O1CCOCC1 (dioxane). Run at temperature 120 celsius, time 60 minute. Yields the product C(C)(=S)OC1=CC(=C(NCC2CCOCC2)C=C1)S(F)(F)(F)(F)F (4-thioacetoxy-2-pentafluorosulfanyl-N-(tetrahydro-2H-pyran-4-ylmethyl)aniline). As a reaction SMILES: Br[C:2]1[CH:15]=[CH:14][C:5]([NH:6][CH2:7][CH:8]2[CH2:13][CH2:12][O:11][CH2:10][CH2:9]2)=[C:4]([S:16]([F:21])([F:20])([F:19])([F:18])[F:17])[CH:3]=1.[C:22](=[S:25])([O-:24])[CH3:23].[K+].CC1(C)C2C(=C(P(C3C=CC=CC=3)C3C=CC=CC=3)C=CC=2)OC2C(P(C3C=CC=CC=3)C3C=CC=CC=3)=CC=CC1=2.C(N(CC)C(C)C)(C)C>O1CCOCC1.C1C=CC(/C=C/C(/C=C/C2C=CC=CC=2)=O)=CC=1.C1C=CC(/C=C/C(/C=C/C2C=CC=CC=2)=O)=CC=1.C1C=CC(/C=C/C(/C=C/C2C=CC=CC=2)=O)=CC=1.[Pd].[Pd]>[C:22]([O:24][C:2]1[CH:15]=[CH:14][C:5]([NH:6][CH2:7][CH:8]2[CH2:13][CH2:12][O:11][CH2:10][CH2:9]2)=[C:4]([S:16]([F:21])([F:20])([F:19])([F:18])[F:17])[CH:3]=1)(=[S:25])[CH3:23] |f:1.2,6.7.8.9.10|. Procedure: To a solution of EXAMPLE 233C (456 mg) and potassium ethanethioate (197 mg) in dioxane (4 mL) was added tris(dibenzylideneacetone)dipalladium(0) (27 mg) and xantphos (33 mg) followed by N,N-diisopropylethylamine (0.5 mL). The mixture was purged with argon, sealed and stirred under microwave irradiation for 60 minutes at 120° C. The mixture was dissolved in ethyl acetate (300 mL) and water (100 mL). The organic phase was washed with brine and dried over Na2SO4. Filtration and evaporation of the s... The reactants are C1(=CC=CC=C1)S(=O)(=O)N1C(=CC=2C1=NC=CC2)C(CC(C)(C)C)O (1-(1-benzenesulfonyl-1H-pyrrolo[2,3-b]pyridin-2-yl)-3,3-dimethyl-butan-1-ol), CC(=O)OI1(C=2C=CC=CC2C(=O)O1)(OC(=O)C)OC(=O)C (Dess-Martin periodinane). Solvent: ClCCl (dichloromethane). Run at temperature 25 celsius, time 2 hour. The product is C1(=CC=CC=C1)S(=O)(=O)N1C(=CC=2C1=NC=CC2)C(CC(C)(C)C)=O (1-(1-benzenesulfonyl-1H-pyrrolo[2,3-b]pyridin-2-yl)-3,3-dimethyl-butan-1-one). The yield is 80.6%. Reaction SMILES: [C:1]1([S:7]([N:10]2[C:14]3=[N:15][CH:16]=[CH:17][CH:18]=[C:13]3[CH:12]=[C:11]2[CH:19]([OH:25])[CH2:20][C:21]([CH3:24])([CH3:23])[CH3:22])(=[O:9])=[O:8])[CH:6]=[CH:5][CH:4]=[CH:3][CH:2]=1.CC(OI1(OC(C)=O)(OC(C)=O)OC(=O)C2C=CC=CC1=2)=O>ClCCl>[C:1]1([S:7]([N:10]2[C:14]3=[N:15][CH:16]=[CH:17][CH:18]=[C:13]3[CH:12]=[C:11]2[C:19](=[O:25])[CH2:20][C:21]([CH3:23])([CH3:22])[CH3:24])(=[O:8])=[O:9])[CH:2]=[CH:3][CH:4]=[CH:5][CH:6]=1. Procedure: To a solution of 1-(1-benzenesulfonyl-1H-pyrrolo[2,3-b]pyridin-2-yl)-3,3-dimethyl-butan-1-ol (3.1 g, 8.7 mmol) in dichloromethane (150 mL) was added Dess-Martin periodinane (9.3 g, 22 mmol) at 25° C. The reaction mixture was stirred at 25° C. for 2 h and then quenched with a saturated aqueous sodium bicarbonate solution (100 mL). The mixture was extracted with dichloromethane (50 mL), washed with a saturated aqueous sodium bicarbonate solution (3×100 mL), brine, dried over anhydrous sodium sulfa... The reactants are ClCc1ccc(Cl)c(Cl)c1, Nc1nc(N)c2c(N3CCNCC3)cccc2n1. Product: Nc1nc(N)c2c(N3CCN(Cc4ccc(Cl)c(Cl)c4)CC3)cccc2n1. As a reaction SMILES: [Cl:19][c:20]1[cH:21][c:22]([CH2:23][Cl:24])[cH:25][cH:26][c:27]1[Cl:28].[N:1]1([c:7]2[c:8]3[c:9]([NH2:18])[n:10][c:11]([NH2:17])[n:12][c:13]3[cH:14][cH:15][cH:16]2)[CH2:2][CH2:3][NH:4][CH2:5][CH2:6]1>>[N:1]1([c:7]2[c:8]3[c:9]([NH2:18])[n:10][c:11]([NH2:17])[n:12][c:13]3[cH:14][cH:15][cH:16]2)[CH2:2][CH2:3][N:4]([CH2:23][c:22]2[cH:21][c:20]([Cl:19])[c:27]([Cl:28])[cH:26][cH:25]2)[CH2:5][CH2:6]1. The reactants are COC(C(=O)OC)OC (methyl dimethoxyacetate), CC1=CC=CC=C1CN (o-xylylamine). Reaction SMILES: [CH3:1][O:2][CH:3]([O:8][CH3:9])[C:4](OC)=[O:5].[CH3:10][C:11]1[C:16]([CH2:17][NH2:18])=[CH:15][CH:14]=[CH:13][CH:12]=1>CCOC(C)=O>[CH3:1][O:2][CH:3]([O:8][CH3:9])[C:4]([NH:18][CH2:17][C:16]1[CH:15]=[CH:14][CH:13]=[CH:12][C:11]=1[CH3:10])=[O:5]. The product is COC(C(=O)NCC1=C(C=CC=C1)C)OC (2,2-Dimethoxy-N-(2-methylbenzyl)-acetamide). Run in CCOC(=O)C (EtOAc). Procedure: A mixture of methyl dimethoxyacetate (2.11 g, 15.6 mmol) and o-xylylamine (1.90 g, 15.4 mmol) in a 15 mL sealed tube was stirred at 55° C. for 11 d. The reaction solution was dissolved in EtOAc (≈60 mL) and washed with dil. HCl, water, sat. NaHCO3 solution, and brine, and dried over MgSO4. The EtOAc extract was filtered, concentrated, and dried in vacuo overnight to give the title compound as pale yellow oil. 1H NMR (400 MHz, CDCl3): δ=7.25-7.16 (m, 4H), 6.69 (brs, 1H), 4.75 (s, 1H), 4.48 (d, J=... Reaction conditions: temperature 55 celsius, time 11 day. Solvent: C(C)#N (acetonitrile). Reported procedure: N,N-Di-tert-butyl (5-((1R,3S)-3-hydroxycyclopentyl)pyrazin-2-yl)carbamate (35 mg, 0.092 mmol) in DCM (461 μl) was added HCl (922 μl, 3.69 mmol), the reaction mixture was stirred at room temperature overnight and concentrated to dryness yielding HCl salt. The crude product was used in next step reaction without purification. LCMS (m/z): 180.1 (MH+), 0.22 min. (+/−)-(1S,3R)-3-(5-aminopyrazin-2-yl)cyclopentanol (15 mg, 0.084 mmol) was dissolved in acetonitrile (2 mL), then NBS (16.39 mg, 0.092 mmol... Reaction conditions: time 30 minute. RXN SMILES: [NH2:1][C:2]1[N:3]=[CH:4][C:5]([C@@H:8]2[CH2:12][CH2:11][C@H:10]([OH:13])[CH2:9]2)=[N:6][CH:7]=1.C1C(=O)N([Br:21])C(=O)C1.O>C(#N)C>[NH2:1][C:2]1[N:3]=[CH:4][C:5]([C@@H:8]2[CH2:12][CH2:11][C@@H:10]([OH:13])[CH2:9]2)=[N:6][C:7]=1[Br:21]. Yields the product NC=1N=CC(=NC1Br)[C@H]1C[C@@H](CC1)O ((+/−)-(1R,3R)-3-(5-amino-6-bromopyrazin-2-yl)cyclopentanol). Reactants: NC=1N=CC(=NC1)[C@H]1C[C@H](CC1)O ((+/−)-(1S,3R)-3-(5-aminopyrazin-2-yl)cyclopentanol), crude product, O (water), (+/−)-N,N-Di-tert-butyl (5-((1R,3S)-3-hydroxycyclopentyl)pyrazin-2-yl)carbamate, C1CC(=O)N(C1=O)Br (NBS).